This data is from the Open Reaction Database (ORD), a public repository of structured organic reaction records. The task is: describe an organic reaction: reactants, conditions, products, and yield Reactants: CC(C)(C)n1ncc(S)c(Cl)c1=O, O=C([O-])[O-], CN(C)C=O, FC(OC(F)(F)F)C(F)(F)Oc1ccc(CBr)cc1, [K+], [K+]. Product: CC(C)(C)n1ncc(SCc2ccc(OC(F)(F)C(F)OC(F)(F)F)cc2)c(Cl)c1=O. As a reaction SMILES: [C:20]([CH3:21])([CH3:22])([CH3:23])[n:24]1[n:25][cH:26][c:27]([SH:32])[c:28]([Cl:31])[c:29]1=[O:30].[C:33](=[O:34])([O-:35])[O-:36].[CH3:39][N:40]([CH3:41])[CH:42]=[O:43].[F:1][C:2]([CH:3]([O:4][C:5]([F:6])([F:7])[F:8])[F:9])([O:10][c:11]1[cH:12][cH:13][c:14]([CH2:15][Br:16])[cH:17][cH:18]1)[F:19].[K+:37].[K+:38]>>[F:1][C:2]([CH:3]([O:4][C:5]([F:6])([F:7])[F:8])[F:9])([O:10][c:11]1[cH:12][cH:13][c:14]([CH2:15][S:32][c:27]2[cH:26][n:25][n:24]([C:20]([CH3:21])([CH3:22])[CH3:23])[c:29](=[O:30])[c:28]2[Cl:31])[cH:17][cH:18]1)[F:19]. Starting materials: [Li]CCCC, C1CCOC1, Cn1ccc(S(=O)(=O)NC(C)(C)C)c1, CSSC, Cl. Product: CSc1c(S(=O)(=O)NC(C)(C)C)ccn1C. As a reaction SMILES: [CH2:15]([Li:16])[CH2:17][CH2:18][CH3:19].[CH2:25]1[O:26][CH2:27][CH2:28][CH2:29]1.[CH3:1][C:2]([CH3:3])([CH3:4])[NH:5][S:6](=[O:7])(=[O:8])[c:9]1[cH:10][n:11]([CH3:14])[cH:12][cH:13]1.[CH3:20][S:21][S:22][CH3:23].[ClH:24]>>[CH3:1][C:2]([CH3:3])([CH3:4])[NH:5][S:6](=[O:7])(=[O:8])[c:9]1[c:10]([S:21][CH3:20])[n:11]([CH3:14])[cH:12][cH:13]1. Reactants: CCC(C)=O, CCCCCCCI, [K+], [OH-], CN(C)S(=O)(=O)c1cccc2c1Sc1ccc(O)cc1N2. Product: CCCCCCCOc1ccc2c(c1)Nc1cccc(S(=O)(=O)N(C)C)c1S2. As a reaction SMILES: [CH2:32]([C:33]([CH3:34])=[O:35])[CH3:36].[I:1][CH2:2][CH2:3][CH2:4][CH2:5][CH2:6][CH2:7][CH3:8].[K+:31].[OH-:30].[OH:9][c:10]1[cH:11][c:12]2[c:21]([cH:22][cH:23]1)[S:20][c:19]1[c:14]([cH:15][cH:16][cH:17][c:18]1[S:24]([N:25]([CH3:26])[CH3:27])(=[O:28])=[O:29])[NH:13]2>>[CH2:2]([CH2:3][CH2:4][CH2:5][CH2:6][CH2:7][CH3:8])[O:9][c:10]1[cH:11][c:12]2[c:21]([cH:22][cH:23]1)[S:20][c:19]1[c:14]([cH:15][cH:16][cH:17][c:18]1[S:24]([N:25]([CH3:26])[CH3:27])(=[O:28])=[O:29])[NH:13]2. Starting materials: CCOC(=O)CCc1ncc2c(=O)[nH]c3cc(C(C)=O)ccc3n12, CC(=O)O, [H][H]. The product is CCOC(=O)CCc1ncc2c(=O)[nH]c3cc(CC)ccc3n12. Reaction SMILES: [C:1]([CH3:2])(=[O:3])[c:4]1[cH:5][c:6]2[nH:7][c:8](=[O:24])[c:9]3[n:10]([c:11]2[cH:12][cH:13]1)[c:14]([CH2:17][CH2:18][C:19](=[O:20])[O:21][CH2:22][CH3:23])[n:15][cH:16]3.[CH3:25][C:26](=[O:27])[OH:28].[H:29][H:30]>>[CH2:1]([CH3:2])[c:4]1[cH:5][c:6]2[nH:7][c:8](=[O:24])[c:9]3[n:10]([c:11]2[cH:12][cH:13]1)[c:14]([CH2:17][CH2:18][C:19](=[O:20])[O:21][CH2:22][CH3:23])[n:15][cH:16]3. The reactants are FC=1C=C(C=CC1F)O (3,4-difluorophenol), FC(CCC[Si]1(CCC(CC1)C(=O)O)C1=CC=CC=C1)C (4-(4-fluoropentyl)-4-phenyl-4-silacyclohexanecarboxylic acid). Product: FC(CCC[Si@@H]1CC[C@H](CC1)C(=O)OC1=CC(=C(C=C1)F)F)C ((3,4-difluorophenyl) trans-4-(4-fluoropentyl)-4-silacyclohexanecarboxylate). RXN SMILES: [F:1][C:2]1[CH:3]=[C:4]([OH:9])[CH:5]=[CH:6][C:7]=1[F:8].[F:10][CH:11]([CH3:30])[CH2:12][CH2:13][CH2:14][Si:15]1(C2C=CC=CC=2)[CH2:20][CH2:19][CH:18]([C:21](O)=[O:22])[CH2:17][CH2:16]1>>[F:10][CH:11]([CH3:30])[CH2:12][CH2:13][CH2:14][Si@H:15]1[CH2:16][CH2:17][C@H:18]([C:21]([O:9][C:4]2[CH:5]=[CH:6][C:7]([F:8])=[C:2]([F:1])[CH:3]=2)=[O:22])[CH2:19][CH2:20]1. Procedure details: The general procedure of Example 3 was repeated using (3,4-difluorophenol and 4-(4-fluoropentyl)-4-phenyl-4-silacyclohexanecarboxylic acid, thereby obtaining the intended product. The reactants are CO, CCC1(C)Cc2cc(Cl)c(CC(=O)OC)cc2C1, [K+], [OH-], O. The product is CCC1(C)Cc2cc(Cl)c(CC(=O)O)cc2C1. RXN SMILES: [CH3:22][OH:23].[CH3:4][O:5][C:6]([CH2:7][c:8]1[cH:9][c:10]2[c:14]([cH:15][c:16]1[Cl:17])[CH2:13][C:12]([CH3:18])([CH2:19][CH3:20])[CH2:11]2)=[O:21].[K+:2].[OH-:1].[OH2:3]>>[O:5]=[C:6]([CH2:7][c:8]1[cH:9][c:10]2[c:14]([cH:15][c:16]1[Cl:17])[CH2:13][C:12]([CH3:18])([CH2:19][CH3:20])[CH2:11]2)[OH:21]. Reactants: C#Cc1ccc(C)cc1, CCOC(=O)C=CI. The product is CCOC(=O)C=CC#Cc1ccc(C)cc1. RXN SMILES: [C:1](#[CH:2])[c:3]1[cH:4][cH:5][c:6]([CH3:9])[cH:7][cH:8]1.[CH2:10]([CH3:11])[O:12][C:13]([CH:14]=[CH:15][I:16])=[O:17]>>[C:1](#[C:2][CH:15]=[CH:14][C:13]([O:12][CH2:10][CH3:11])=[O:17])[c:3]1[cH:4][cH:5][c:6]([CH3:9])[cH:7][cH:8]1.